This data is from the Open Reaction Database (ORD), a public repository of structured organic reaction records. The task is: describe an organic reaction: reactants, conditions, products, and yield Reactants: COc1ccc(Br)c(OC)c1, [Li]CCCC, CCC[Si](OC)(OC)OC, CCCCCC, CCO. Product: CCC[Si](OC)(OC)c1ccc(OC)cc1OC. Reaction SMILES: [Br:7][c:8]1[c:9]([O:16][CH3:17])[cH:10][c:11]([O:14][CH3:15])[cH:12][cH:13]1.[CH2:18]([Li:19])[CH2:20][CH2:21][CH3:22].[CH2:23]([CH2:24][CH3:25])[Si:26]([O:27][CH3:28])([O:29][CH3:30])[O:31][CH3:32].[CH3:1][CH2:2][CH2:3][CH2:4][CH2:5][CH3:6].[CH3:33][CH2:34][OH:35]>>[c:8]1([Si:26]([CH2:23][CH2:24][CH3:25])([O:27][CH3:28])[O:29][CH3:30])[c:9]([O:16][CH3:17])[cH:10][c:11]([O:14][CH3:15])[cH:12][cH:13]1. Starting materials: CCc1nc2ccccc2n1-c1nc(N2CCOCC2)c2nc(C3(OC)CCCNC3)n(C)c2n1, C1CCOC1, CS(=O)(=O)Cl, CCN(C(C)C)C(C)C, Cl, Cl. The product is CCc1nc2ccccc2n1-c1nc(N2CCOCC2)c2nc(C3(OC)CCCN(S(C)(=O)=O)C3)n(C)c2n1. RXN SMILES: [CH2:3]([CH3:4])[c:5]1[n:6][c:7]2[c:8]([n:9]1-[c:10]1[n:11][c:12]([N:28]3[CH2:29][CH2:30][O:31][CH2:32][CH2:33]3)[c:13]3[n:14][c:15]([C:20]4([O:26][CH3:27])[CH2:21][NH:22][CH2:23][CH2:24][CH2:25]4)[n:16]([CH3:19])[c:17]3[n:18]1)[cH:34][cH:35][cH:36][cH:37]2.[CH2:52]1[O:53][CH2:54][CH2:55][CH2:56]1.[CH3:47][S:48]([Cl:49])(=[O:50])=[O:51].[CH:38]([N:39]([CH2:40][CH3:41])[CH:42]([CH3:43])[CH3:44])([CH3:45])[CH3:46].[ClH:1].[ClH:2]>>[CH2:3]([CH3:4])[c:5]1[n:6][c:7]2[c:8]([n:9]1-[c:10]1[n:11][c:12]([N:28]3[CH2:29][CH2:30][O:31][CH2:32][CH2:33]3)[c:13]3[n:14][c:15]([C:20]4([O:26][CH3:27])[CH2:21][N:22]([S:48]([CH3:47])(=[O:50])=[O:51])[CH2:23][CH2:24][CH2:25]4)[n:16]([CH3:19])[c:17]3[n:18]1)[cH:34][cH:35][cH:36][cH:37]2. The reactants are N#Cc1cccc(CBr)c1, O=C([O-])[O-], O=C(O)C(F)(F)F, O=C(O)C(F)(F)F, [K+], [K+], Nc1nc(N)c2nc(CN3CCNCC3)nnc2n1, CN(C)C=O. The product is N#Cc1cccc(CN2CCN(Cc3nnc4nc(N)nc(N)c4n3)CC2)c1. Reaction SMILES: [C:27](#[N:28])[c:29]1[cH:30][c:31]([CH2:32][Br:33])[cH:34][cH:35][cH:36]1.[C:37](=[O:38])([O-:39])[O-:40].[F:20][C:21]([F:22])([F:23])[C:24]([OH:25])=[O:26].[F:43][C:44]([F:45])([F:46])[C:47]([OH:48])=[O:49].[K+:41].[K+:42].[N:1]1([CH2:7][c:8]2[n:9][n:10][c:11]3[c:12]([n:13]2)[c:14]([NH2:19])[n:15][c:16]([NH2:18])[n:17]3)[CH2:2][CH2:3][NH:4][CH2:5][CH2:6]1.[O:50]=[CH:51][N:52]([CH3:53])[CH3:54]>>[N:1]1([CH2:7][c:8]2[n:9][n:10][c:11]3[c:12]([n:13]2)[c:14]([NH2:19])[n:15][c:16]([NH2:18])[n:17]3)[CH2:2][CH2:3][N:4]([CH2:32][c:31]2[cH:30][c:29]([C:27]#[N:28])[cH:36][cH:35][cH:34]2)[CH2:5][CH2:6]1. The reactants are ClC1=C(C=CC=C1)N1N=CC(=C1)CO ([1-(2-Chlorophenyl)-1H-pyrazol-4-yl]methanol), C1(=CC=CC=C1)P(C1=CC=CC=C1)C1=CC=CC=C1 (triphenylphosphine), C(Br)(Br)(Br)Br (carbon tetrabromide). The solvent is C1CCOC1 (THF). Conditions: time 16 hour. Yields the product BrCC=1C=NN(C1)C1=C(C=CC=C1)Cl (4-(Bromomethyl)-1-(2-chlorophenyl)-1H-pyrazole). RXN SMILES: [Cl:1][C:2]1[CH:7]=[CH:6][CH:5]=[CH:4][C:3]=1[N:8]1[CH:12]=[C:11]([CH2:13]O)[CH:10]=[N:9]1.C1(P(C2C=CC=CC=2)C2C=CC=CC=2)C=CC=CC=1.C(Br)(Br)(Br)[Br:35]>C1COCC1>[Br:35][CH2:13][C:11]1[CH:10]=[N:9][N:8]([C:3]2[CH:4]=[CH:5][CH:6]=[CH:7][C:2]=2[Cl:1])[CH:12]=1. Reported procedure: 61 mg (0.27 mmol) of the compound from Example 39A and 105 mg (0.40 mmol) of triphenylphosphine were dissolved in 1.6 ml of THF, and 132 mg (0.40 mmol) of carbon tetrabromide were added at RT. The mixture was then stirred at RT for 16 h. For work-up, the mixture was filtered through 20 g of kieselguhr, the filter residue was rinsed with ethyl acetate and the filtrate was concentrated under reduced pressure. The residue was purified chromatographically on silica gel (mobile phase: cyclohexane/eth...